Dataset: the Open Reaction Database (ORD), a public repository of structured organic reaction records. Task: describe an organic reaction: reactants, conditions, products, and yield Procedure: Dissolve 3-(2,6-Dichloro-4-methoxy-benzyl)-1-(1,4-dioxa-spiro[4.5]dec-8-yl)-pyrrolidin-2-one (6.5 g, 15.7 mmol) in acetone (100 mL), add p-toluenesulfonic acid hydrate (3 g, 15.7 mmol) and stir for 24 hr at room temp. Add 5N HCl (10 mL) and heat to 45° C. for 1 hr. Reaction progress can be monitored by TLC. Concentrate the reaction mixture, dilute with saturated aqueous sodium hydrogen carbonate (500 mL) and extract with ethyl acetate (3×150 mL). Wash the combined extracts with water (100 mL) an... Yields the product ClC1=C(CC2C(N(CC2)C2CCC(CC2)=O)=O)C(=CC(=C1)OC)Cl (3-(2,6-Dichloro-4-methoxy-benzyl)-1-(4-oxo-cyclohexyl)-pyrrolidin-2-one). Reactants: O.C1(=CC=C(C=C1)S(=O)(=O)O)C (p-toluenesulfonic acid hydrate), ClC1=C(CC2C(N(CC2)C2CCC3(OCCO3)CC2)=O)C(=CC(=C1)OC)Cl (3-(2,6-Dichloro-4-methoxy-benzyl)-1-(1,4-dioxa-spiro[4.5]dec-8-yl)-pyrrolidin-2-one), Cl (HCl). Reaction conditions: time 24 hour. RXN SMILES: [Cl:1][C:2]1[CH:24]=[C:23]([O:25][CH3:26])[CH:22]=[C:21]([Cl:27])[C:3]=1[CH2:4][CH:5]1[CH2:9][CH2:8][N:7]([CH:10]2[CH2:19][CH2:18][C:13]3(OCC[O:14]3)[CH2:12][CH2:11]2)[C:6]1=[O:20].O.C1(C)C=CC(S(O)(=O)=O)=CC=1.Cl>CC(C)=O>[Cl:1][C:2]1[CH:24]=[C:23]([O:25][CH3:26])[CH:22]=[C:21]([Cl:27])[C:3]=1[CH2:4][CH:5]1[CH2:9][CH2:8][N:7]([CH:10]2[CH2:11][CH2:12][C:13](=[O:14])[CH2:18][CH2:19]2)[C:6]1=[O:20] |f:1.2|. Solvent: CC(=O)C (acetone). The reactants are C(C)(=O)OCC (ethyl acetate), OC=1C=C2C(=CNC2=CC1)C(C)C (5-hydroxy-3-isopropyl-indole), CC=1C=C(C=C(C1F)C)[N+](=O)[O-] (3,5-dimethyl-4-fluoronitrobenzene), C([O-])([O-])=O.[K+].[K+] (potassium carbonate). Solvent: O (H2O), CS(=O)C (DMSO). Run at temperature 100 celsius, time 2 hour. The product is C(C)(C)C1=CNC2=CC=C(C=C12)OC1=C(C=C(C=C1C)[N+](=O)[O-])C (3-Isopropyl-5-(4-nitro-2,6-dimethyl-phenoxy)-1H-indole). As a reaction SMILES: [OH:1][C:2]1[CH:3]=[C:4]2[C:8](=[CH:9][CH:10]=1)[NH:7][CH:6]=[C:5]2[CH:11]([CH3:13])[CH3:12].C(=O)([O-])[O-].[K+].[K+].[CH3:20][C:21]1[CH:22]=[C:23]([N+:29]([O-:31])=[O:30])[CH:24]=[C:25]([CH3:28])[C:26]=1F.C(OCC)(=O)C>CS(C)=O.O>[CH:11]([C:5]1[C:4]2[C:8](=[CH:9][CH:10]=[C:2]([O:1][C:26]3[C:21]([CH3:20])=[CH:22][C:23]([N+:29]([O-:31])=[O:30])=[CH:24][C:25]=3[CH3:28])[CH:3]=2)[NH:7][CH:6]=1)([CH3:13])[CH3:12] |f:1.2.3|. Procedure details: 11.44 g (58.76 mmol) of 5-hydroxy-3-isopropyl-indole are dissolved in 350 ml of DMSO, 8.93 g (64.63 mmol) of potassium carbonate in solid form are introduced and subsequently 9.94 g (58.76 mmol) of 3,5-dimethyl-4-fluoronitrobenzene are added. The reaction solution is stirred for 2 hours at 100° C. under argon. Afterwards it is cooled to room temperature, 100 ml of ethyl acetate and 600 ml of H2O are added; ethyl acetate is separated off after phase separation and the aqueous phase is reextracted... The reactants are N[C@@H](CCC(=O)O)C(=O)O (glutamic acid), O=C[C@H](O)[C@@H](O)[C@H](O)CO (xylose), N[C@@H](CCC(=O)O)C(=O)O (glutamic acid). Yields the product O=C[C@H](O)[C@@H](O)[C@H](O)[C@H](O)CO (glucose). Reaction SMILES: N[C@H](C(O)=O)CC[C:5](O)=[O:6].[O:11]=[CH:12][C@@H:13]([C@H:15]([C@@H:17]([CH2:19][OH:20])[OH:18])[OH:16])[OH:14]>>[O:11]=[CH:12][C@@H:13]([C@H:15]([C@@H:17]([C@@H:19]([CH2:5][OH:6])[OH:20])[OH:18])[OH:16])[OH:14]. Procedure: On the other hand, when the P. ananatis NA1 strain containing pTWVPtac_ccrNXA_Km was cultured with the mixed carbon source of glucose and xylose (MSII-GX medium), the glutamic acid yield was significantly higher as compared to the parent strain (yield: 69.9%). If it is taken into consideration that the parent strain hardly produces glutamic acid from xylose, and it is assumed that the glutamic acid yield from glucose of the strain containing pTWVPtac_ccrNXA_Km is equivalent to that of the parent...